Dataset: the Open Reaction Database (ORD), a public repository of structured organic reaction records. Task: describe an organic reaction: reactants, conditions, products, and yield Starting materials: [OH-].C(C1=CC=CC=C1)[N+](C)(C)C (benzyltrimethylammonium hydroxide), C(C=C)#N (acrylonitrile), Cl (hydrochloric acid), S(O)(O)(=O)=O (sulfuric acid), S1C=CC2=C1C=CC(=C2)CCO (2-(1-benzothiophen-5-yl)ethanol), O (water). Solvent: O1CCCC1 (tetrahydrofuran), C(CCC)O (butanol), C1(=CC=CC=C1)C (toluene). Conditions: time 1.5 hour. Product: S1C=CC2=C1C=CC(=C2)CCOCCC(=O)OCCCC (butyl 3-(2-(1-benzothiophen-5-yl)ethoxy)propionate). Reaction SMILES: [S:1]1[C:5]2[CH:6]=[CH:7][C:8]([CH2:10][CH2:11][OH:12])=[CH:9][C:4]=2[CH:3]=[CH:2]1.[OH-:13].C([N+](C)(C)C)[C:15]1[CH:20]=[CH:19][CH:18]=CC=1.[C:25](#N)[CH:26]=[CH2:27].Cl.S(=O)(=O)(O)O.[OH2:35]>C(O)CCC.O1CCCC1.C1(C)C=CC=CC=1>[S:1]1[C:5]2[CH:6]=[CH:7][C:8]([CH2:10][CH2:11][O:12][CH2:27][CH2:26][C:25]([O:35][CH2:18][CH2:19][CH2:20][CH3:15])=[O:13])=[CH:9][C:4]=2[CH:3]=[CH:2]1 |f:1.2|. Procedure details: To toluene (5 mL) suspension of 5.00 g of 2-(1-benzothiophen-5-yl)ethanol were added 0.23 g of 40% (w/w) benzyltrimethylammonium hydroxide aqueous solution and 2.28 mL of tetrahydrofuran, and dropwise added 2.20 mL of acrylonitrile at 0 to 10° C., which was then stirred at same temperature for 1.5 hours. To this reaction mixture were added 0.1 mL of hydrochloric acid, 10 mL of butanol and 5 mL of 50% (w/w) sulfuric acid, which was then refluxed for 15 hours. After cooling, to the reaction mixtur...